This data is from the Open Reaction Database (ORD), a public repository of structured organic reaction records. The task is: describe an organic reaction: reactants, conditions, products, and yield Starting materials: CO, C=Cc1ccc([N+](=O)[O-])cc1, O=[O+][O-]. Yields the product O=Cc1ccc([N+](=O)[O-])cc1. RXN SMILES: [CH3:15][OH:16].[N+:1](=[O:2])([O-:3])[c:4]1[cH:5][cH:6][c:7]([CH:8]=[CH2:9])[cH:10][cH:11]1.[O-:12][O+:13]=[O:14]>>[N+:1](=[O:2])([O-:3])[c:4]1[cH:5][cH:6][c:7]([CH:8]=[O:12])[cH:10][cH:11]1. Reactants: OC=1C=C(C=CC1)\C=C/1\C(CCCC1)N1CCC1 ((±)-(E)-1-[2-[(3-hydroxyphenyl)methylene]cyclohexyl]azetidine), 1-[2-(3-methoxyphenyl)methylene]cyclohexyl, N1CCC1 (azetidine). Run at time 8 hour. Yields the product OC=1C=C(C=CC1)C=C1C(CCCC1)N1CCC1 (1-[2-[(3-hydroxyphenyl)methylene]cyclohexyl]azetidine). As a reaction SMILES: [OH:1][C:2]1[CH:3]=[C:4](/[CH:8]=[C:9]2/[CH:10]([N:15]3[CH2:18][CH2:17][CH2:16]3)[CH2:11][CH2:12][CH2:13][CH2:14]/2)[CH:5]=[CH:6][CH:7]=1.N1CCC1>>[OH:1][C:2]1[CH:3]=[C:4]([CH:8]=[C:9]2[CH2:14][CH2:13][CH2:12][CH2:11][CH:10]2[N:15]2[CH2:18][CH2:17][CH2:16]2)[CH:5]=[CH:6][CH:7]=1. Procedure details: A mixture of 1.1 g of (±)-(E)-N-[2[(3-methoxyphenyl)methylene]cyclohexyl]azetidine, prepared by analogy to the preparation of the 4-methoxy compound of Example 5, and 5 ml of 48% hydrogen bromide in water solution was stirred and heated at 95° C. for 2.75 hr. The resulting mixture was cooled and extracted with diethyl ether. The ether extract was dried with magnesium sulfate and evaporated to give 0.8 g of N-[2-[(3-hydroxyphenyl)methylene]cyclohexl]azetidine as an oil which deposited as crystals... The reactants are [Li]C(C)(C)C, CN1CCC2(CC1)c1ccccc1Oc1ccccc12, COC, CCCCCC, CCCCC, NO, O. Yields the product CN1CCC2(CC1)c1ccccc1Oc1c(N)cccc12. As a reaction SMILES: [C:21]([Li:22])([CH3:23])([CH3:24])[CH3:25].[CH3:1][N:2]1[CH2:3][CH2:4][C:5]2([CH2:6][CH2:7]1)[c:8]1[cH:9][cH:10][cH:11][cH:12][c:13]1[O:14][c:15]1[cH:16][cH:17][cH:18][cH:19][c:20]12.[CH3:26][O:27][CH3:28].[CH3:32][CH2:33][CH2:34][CH2:35][CH2:36][CH3:37].[CH3:38][CH2:39][CH2:40][CH2:41][CH3:42].[NH2:29][OH:30].[OH2:31]>>[CH3:1][N:2]1[CH2:3][CH2:4][C:5]2([CH2:6][CH2:7]1)[c:8]1[cH:9][cH:10][cH:11][cH:12][c:13]1[O:14][c:15]1[c:16]([NH2:29])[cH:17][cH:18][cH:19][c:20]12. Reactants: CN(CCN(C)C)C (TMEDA), solution, C(CCC)[Li] (butyllithium), [Li].[Li].[CH-]1C=CC=C1.[CH-]1C=CC=C1.[Fe+2] (ferrocene dilithium), CN(CCN(C)C)C (tetramethylethylenediamine), [CH-]1C=CC=C1.[CH-]1C=CC=C1.[Fe+2] (ferrocene). The solvent is CCCCCC (hexane), CCCCCC (hexane), CCCCCC (hexane). Run at time 10 minute. Yields the product [Li][C-]1C=CC=C1.[C-]1(C=CC=C1)[Li].[Fe+2] (1,1′-dilithio-ferrocene), CN(CCN(C)C)C (TMEDA). Isolated yield 66.0%. Reaction SMILES: [Li].[Li].[CH-:3]1[CH:7]=[CH:6][CH:5]=[CH:4]1.[CH-:8]1[CH:12]=[CH:11][CH:10]=[CH:9]1.[Fe+2:13].[CH3:14][N:15]([CH3:21])[CH2:16][CH2:17][N:18]([CH3:20])[CH3:19].C([Li:26])CCC.[CH-]1C=CC=C1.[CH-]1C=CC=C1.[Fe+2]>CCCCCC>[Li:26][C-:3]1[CH:7]=[CH:6][CH:5]=[CH:4]1.[C-:8]1([Li:26])[CH:12]=[CH:11][CH:10]=[CH:9]1.[Fe+2:13].[CH3:14][N:15]([CH3:21])[CH2:16][CH2:17][N:18]([CH3:20])[CH3:19] |f:0.1.2.3.4,7.8.9,11.12.13,^1:0,1|. Reported procedure: During a first step, ferrocene dilithium complexed with tetramethylethylenediamine (TMEDA) was prepared: In a glove box under argon, there is added 37 ml of freshly distilled TMEDA (247 mmoles) and 40 ml of anhydrous hexane in a 1 1 flask. There is then added drop wise 154 ml of a 1.6 M solution of butyllithium in hexane (247 mmoles, commercially available from Aldrich). After 10 min, there is added drop wise 18.6 g of ferrocene (100 mmoles) in solution in 500 ml of anhydrous hexane while keepin... The reactants are C1(=CC=CC=C1)OC(NCC1=CC=2OCOC2C=C1)=O (phenylpiperonylcarbamate), Cl.NCCS (cysteamine hydrochloride), [OH-].[Na+] (NaOH). Solvent: N1=CC=CC=C1 (pyridine). Yields the product SCCNC(=O)NCC1=CC2=C(C=C1)OCO2 (N-(2-mercaptoethyl)-N'-(3,4 methylenedioxybenzyl) urea). As a reaction SMILES: C1(O[C:8](=[O:20])[NH:9][CH2:10][C:11]2[CH:19]=[CH:18][C:17]3[O:16][CH2:15][O:14][C:13]=3[CH:12]=2)C=CC=CC=1.Cl.[NH2:22][CH2:23][CH2:24][SH:25].[OH-].[Na+]>N1C=CC=CC=1>[SH:25][CH2:24][CH2:23][NH:22][C:8]([NH:9][CH2:10][C:11]1[CH:19]=[CH:18][C:17]2[O:16][CH2:15][O:14][C:13]=2[CH:12]=1)=[O:20] |f:1.2,3.4|. Reported procedure: 6 g (0.022 mol) of phenylpiperonylcarbamate, prepared as in example 2A, are placed in pyridine and a heterogenous suspension is obtained. Separately a solution made in a nitrogen stream of 2.75 g (0.024 mol) of cysteamine hydrochloride and of NaOH (0.96 g, 0.024 mol) is prepared. The cysteamine solution thus obtained is added to the phenylpiperonylcarbamate solution and heated while stirring for 8 hours. Reactants: Cl (hydrochloric acid), C(CCCCCCC)[Mg]Cl (n-octylmagnesium chloride), C(CCCCCCC)[Si](CCC[Si](Cl)(Cl)Cl)(CCC[Si](Cl)(Cl)Cl)CCC[Si](Cl)(Cl)Cl (n-octyl-tris-[3-(trichlorosilyl)propyl]silane), C(CCCCCCC)[Mg]Cl (n-octylmagnesium chloride), C(CCCCCCC)[Si](CCC[Si](Cl)(Cl)Cl)(CCC[Si](Cl)(Cl)Cl)CCC[Si](Cl)(Cl)Cl (n-octyl-tris-[3-(trichlorosilyl)propyl]silane), C(CCCCCCC)[Mg]Cl (n-octylmagnesium chloride). The solvent is O1CCCC1 (tetrahydrofuran), O1CCCC1 (tetrahydrofuran). The product is C(CCCCCCC)[Si](CCC[Si](CCCCCCCC)(CCCCCCCC)CCCCCCCC)(CCC[Si](CCCCCCCC)(CCCCCCCC)CCCCCCCC)CCC[Si](CCCCCCCC)(CCCCCCCC)CCCCCCCC (n-octyl-tris-[3-(trioctylsilyl)propyl]silane). Yield: 78.1%. As a reaction SMILES: [CH2:1]([Mg]Cl)[CH2:2][CH2:3][CH2:4][CH2:5][CH2:6][CH2:7][CH3:8].[CH2:11]([Si:19]([CH2:34][CH2:35][CH2:36][Si:37](Cl)(Cl)Cl)([CH2:27][CH2:28][CH2:29][Si:30](Cl)(Cl)Cl)[CH2:20][CH2:21][CH2:22][Si:23](Cl)(Cl)Cl)[CH2:12][CH2:13][CH2:14][CH2:15][CH2:16][CH2:17][CH3:18].Cl>O1CCCC1>[CH2:11]([Si:19]([CH2:34][CH2:35][CH2:36][Si:37]([CH2:1][CH2:2][CH2:3][CH2:4][CH2:5][CH2:6][CH2:7][CH3:8])([CH2:1][CH2:2][CH2:3][CH2:4][CH2:5][CH2:6][CH2:7][CH3:8])[CH2:1][CH2:2][CH2:3][CH2:4][CH2:5][CH2:6][CH2:7][CH3:8])([CH2:27][CH2:28][CH2:29][Si:30]([CH2:1][CH2:2][CH2:3][CH2:4][CH2:5][CH2:6][CH2:7][CH3:8])([CH2:1][CH2:2][CH2:3][CH2:4][CH2:5][CH2:6][CH2:7][CH3:8])[CH2:1][CH2:2][CH2:3][CH2:4][CH2:5][CH2:6][CH2:7][CH3:8])[CH2:20][CH2:21][CH2:22][Si:23]([CH2:1][CH2:2][CH2:3][CH2:4][CH2:5][CH2:6][CH2:7][CH3:8])([CH2:1][CH2:2][CH2:3][CH2:4][CH2:5][CH2:6][CH2:7][CH3:8])[CH2:1][CH2:2][CH2:3][CH2:4][CH2:5][CH2:6][CH2:7][CH3:8])[CH2:12][CH2:13][CH2:14][CH2:15][CH2:16][CH2:17][CH3:18]. Procedure details: Under strong nitrogen flow, into a 1 L three-neck round bottom flask equipped with rubber septum, reflux condenser, nitrogen bypass inlet, and magnetic stirring bar were added, via a flex-needle, n-octylmagnesium chloride (310 Ml, 2.0M in tetrahydrofuran, 620 mmol) and tetrahydrofuran (350 Ml). In an inert atmosphere enclosure, to a 50 Ml addition funnel was added n-octyl-tris-[3-(trichlorosilyl)propyl]silane (23.0 g, 34.3 mmol, prepared as in Example 1, Step (b)). The addition funnel was attach...